This data is from the Open Reaction Database (ORD), a public repository of structured organic reaction records. The task is: describe an organic reaction: reactants, conditions, products, and yield The reactants are CN(C=1C=C(C=CC1)CO)C ((3-(dimethylamino)phenyl)methanol), N1N=CC=C1 (pyrazole), CC1(OB(OC1(C)C)C=1C=NNC1)C (4-(4,4,5,5-tetramethyl-1,3,2-dioxaborolan-2-yl)-1H-pyrazole). The product is CC1([C@@H]2CC[C@H]([C@H]1C2)CN2N=CC=C2)C (1-(((1R,2R,5R)-6,6-dimethylbicyclo[3.1.1]heptan-2-yl)methyl)-1H-pyrazole). As a reaction SMILES: CN(C)[C:3]1[CH:4]=[C:5]([CH2:9]O)[CH:6]=[CH:7][CH:8]=1.[NH:12]1[CH:16]=[CH:15][CH:14]=[N:13]1.[CH3:17][C:18]1(C)[C:22](C)(C)OB(C2C=NNC=2)O1>>[CH3:17][C:18]1([CH3:22])[C@@H:4]2[CH2:3][C@H:8]1[CH2:7][CH2:6][C@H:5]2[CH2:9][N:12]1[CH:16]=[CH:15][CH:14]=[N:13]1. Procedure: The title compound was prepared by substituting ((1R,2R,5R)-6,6-dimethylbicyclo[3.1.1]heptan-2-yl)methanol for (3-(dimethylamino)phenyl)methanol and pyrazole for 4-(4,4,5,5-tetramethyl-1,3,2-dioxaborolan-2-yl)-1H-pyrazole in EXAMPLE 34A. As a reaction SMILES: [NH2:1][C:2]1[N:3]=[C:4]([C:10]2[CH:15]=[CH:14][CH:13]=[CH:12][C:11]=2[O:16][CH2:17][CH2:18][CH3:19])[NH:5][C:6](=[O:9])[C:7]=1[NH2:8].Cl.[C:21](N)(=N)[C:22]1[CH:27]=[CH:26][CH:25]=[CH:24][CH:23]=1.C([O-])(=O)C.[Na+]>C(O)C>[CH2:17]([O:16][C:11]1[CH:12]=[CH:13][CH:14]=[CH:15][C:10]=1[C:4]1[N:3]=[C:2]2[C:7](=[N:8][C:21]([C:22]3[CH:27]=[CH:26][CH:25]=[CH:24][CH:23]=3)=[N:1]2)[C:6](=[O:9])[N:5]=1)[CH2:18][CH3:19] |f:1.2,3.4|. Reported procedure: A mixture of 4,5-diamino-2-(2-propoxyphenyl)-pyrimidine-6-one (1.3 g), benzamidine hydrochloride (2 g) and anhydrous sodium acetate (0.9 g) was heated in an oil bath (temperature 160°-170° C.) for 2 hours. The reaction mixture was digested with hot ethanol to give a solid, 0.76 g, m.p. 267°-271° C. This was combined with a further sample, 0.2 g, (similarly prepared) and recrystallised from aqueous acetic acid to give the title compound, 0.74 g, m.p. 259°-260° C. Starting materials: NC=1N=C(NC(C1N)=O)C1=C(C=CC=C1)OCCC (4,5-diamino-2-(2-propoxyphenyl)-pyrimidine-6-one), Cl.C(C1=CC=CC=C1)(=N)N (benzamidine hydrochloride), C(C)(=O)[O-].[Na+] (sodium acetate). Yields the product C(CC)OC1=C(C=CC=C1)C1=NC(C2=NC(=NC2=N1)C1=CC=CC=C1)=O (2-(2-Propoxyphenyl)-8-phenylpurin-6-one). Run in C(C)O (ethanol). The solvent is O (Water), ClCCl (dichloromethane), ClCCl (dichloromethane). Starting materials: O.C(C=O)(=O)OC1C[C@@H](CCC1C(C)C)C ((1R)-(−)-Menthyl glyoxylate hydrate), BrC1=CC=C2C=C(C=C(C2=C1)O)C (7-bromo-3-methylnaphthalen-1-ol), C(C)(=O)O (acetic acid), C(C)#N (acetonitrile). Reagents/catalysts: [Ti](Cl)(Cl)(Cl)Cl (titanium(IV) chloride). Yields the product BrC1=CC=C2C=C(C(=C(C2=C1)O)[C@@H](C(=O)O[C@H]1[C@@H](CC[C@H](C1)C)C(C)C)O)C ((S)-((1R,2S,5R)-2-isopropyl-5-methylcyclohexyl) 2-(7-bromo-1-hydroxy-3-methylnaphthalen-2-yl)-2-hydroxyacetate). Procedure: To a solution of 7-bromo-3-methylnaphthalen-1-ol (11.8 g, 50.0 mmol) in dichloromethane (25 mL) at −40° C. was added a 1 M titanium(IV) chloride solution in dichloromethane (50.0 mL, 50.0 mmol) and stirred for 20 min. (1R)-(−)-Menthyl glyoxylate hydrate (12.1 g, 52.5 mmol) was added over 15 minutes in small portions as a solid and stirred for 1 hour at 40° C. Then acetic acid (20 mL) and acetonitrile (60 mL) were added while cold. Water (200 mL) was added and the resulting solution was stirred a... RXN SMILES: [Br:1][C:2]1[CH:11]=[C:10]2[C:5]([CH:6]=[C:7]([CH3:13])[CH:8]=[C:9]2[OH:12])=[CH:4][CH:3]=1.O.[C:15]([O:19][CH:20]1[CH:25]([CH:26]([CH3:28])[CH3:27])[CH2:24][CH2:23][C@@H:22]([CH3:29])[CH2:21]1)(=[O:18])[CH:16]=[O:17].C(O)(=O)C.C(#N)C>ClCCl.[Ti](Cl)(Cl)(Cl)Cl.O>[Br:1][C:2]1[CH:11]=[C:10]2[C:5]([CH:6]=[C:7]([CH3:13])[C:8]([C@H:16]([OH:17])[C:15]([O:19][C@@H:20]3[CH2:21][C@H:22]([CH3:29])[CH2:23][CH2:24][C@H:25]3[CH:26]([CH3:28])[CH3:27])=[O:18])=[C:9]2[OH:12])=[CH:4][CH:3]=1 |f:1.2|. Run at temperature 40 celsius, time 1 hour. The reactants are O1C(COC2=C1C=CC=C2)CN2CCNCC2 (1-(2,3-Dihydro-1,4-benzodioxin-2-ylmethyl)piperazine), ClC1=NC=CN=C1 (2-chloropyrazine), C(C)(C)N(CC)C(C)C (diisopropylethylamine). Solvent: CN1C(CCC1)=O (1-methyl-2-pyrrolidinone). Conditions: temperature 100 celsius. Yields the product O1C(COC2=C1C=CC=C2)CN2CCN(CC2)C2=NC=CN=C2 (2-[4-(2,3-Dihydro-1,4-benzodioxin-2-ylmethyl)-1-piperazinyl]pyrazine). Yield: 27.2%. Reaction SMILES: [O:1]1[C:6]2[CH:7]=[CH:8][CH:9]=[CH:10][C:5]=2[O:4][CH2:3][CH:2]1[CH2:11][N:12]1[CH2:17][CH2:16][NH:15][CH2:14][CH2:13]1.Cl[C:19]1[CH:24]=[N:23][CH:22]=[CH:21][N:20]=1.C(N(C(C)C)CC)(C)C>CN1CCCC1=O>[O:1]1[C:6]2[CH:7]=[CH:8][CH:9]=[CH:10][C:5]=2[O:4][CH2:3][CH:2]1[CH2:11][N:12]1[CH2:13][CH2:14][N:15]([C:19]2[CH:24]=[N:23][CH:22]=[CH:21][N:20]=2)[CH2:16][CH2:17]1. Procedure: 1-(2,3-Dihydro-1,4-benzodioxin-2-ylmethyl)piperazine (2.35 g, 10 mmole), 2-chloropyrazine (1.15 g, 10 mmole) and diisopropylethylamine (1.3 g, 10 mmole) were combined in 100 ml of 1-methyl-2-pyrrolidinone and heated under N2 at 100° C. for 24 hours. Upon cooling, the solvent was removed in vacuum and the residue filtered through 75 g of silica gel using chloroform as the eluent. The product-containing fractions were combined, the solvent evaporated and the residue was crystallized from methanol ... Reactants: ClC1=C(C=CC(=C1)Cl)C=1C(=NC=C(N1)Br)[N+](=O)[O-] (3-(2,4-dichlorophenyl)-5-bromo-2-nitropyrazine), NCCN(C1=NC=C(C=C1)[N+](=O)[O-])C ((2-aminoethyl)methyl(5-nitro(2-pyridyl))amine), C(C)(C)N(CC)C(C)C (diisopropylethyl amine). Solvent: CN(C)C=O (DMF). Run at temperature 80 celsius, time 12 hour. Yields the product ClC1=C(C=CC(=C1)Cl)C1=C(N=CC(=N1)N(CCNC1=NC=C(C=C1)[N+](=O)[O-])C)[N+](=O)[O-] (N-[6-(2,4-dichlorophenyl)-5-nitropyrazin-2-yl]-N-methyl-N′-(5-nitropyridin-2-yl)ethane- 1,2-diamine). As a reaction SMILES: [Cl:1][C:2]1[CH:7]=[C:6]([Cl:8])[CH:5]=[CH:4][C:3]=1[C:9]1[C:10]([N+:16]([O-:18])=[O:17])=[N:11][CH:12]=[C:13](Br)[N:14]=1.[NH2:19][CH2:20][CH2:21][N:22](C)[C:23]1[CH:28]=[CH:27][C:26]([N+:29]([O-:31])=[O:30])=[CH:25][N:24]=1.[CH:33](N(C(C)C)CC)(C)C>CN(C=O)C>[Cl:1][C:2]1[CH:7]=[C:6]([Cl:8])[CH:5]=[CH:4][C:3]=1[C:9]1[N:14]=[C:13]([N:19]([CH3:33])[CH2:20][CH2:21][NH:22][C:23]2[CH:28]=[CH:27][C:26]([N+:29]([O-:31])=[O:30])=[CH:25][N:24]=2)[CH:12]=[N:11][C:10]=1[N+:16]([O-:18])=[O:17]. Procedure details: To a solution of 3-(2,4-dichlorophenyl)-5-bromo-2-nitropyrazine (20 mg, 0.057 mmol) in DMF (1 ml), (2-aminoethyl)methyl(5-nitro(2-pyridyl))amine (12.0 mg, 0.06 mmol) and diisopropylethyl amine (40 μl, 0.228 mmol) were added. The reaction mixture was stirred for 12 hours at 80° C. The crude mixture was concentrated in vacuo and subjected to column chromatography (5% methanol in methylene chloride) to afford the title compound as bright yellow solid. Starting materials: C(CCl)Cl (EDC), C[C@@H](CC1=CC=CC=C1)NCCCCN (N-[(1S)-1-methyl-2-phenylethyl]butane-1,4-diamine), C(C)(C)N(CC)C(C)C (di-isopropylethylamine). The solvent is O (water), O (water), O1CCOCC1 (dioxan), O (water). Run at temperature 22.5 celsius, time 15 minute. Product: NC(C)CC1=CC=CC=C1 (Amphetamine). As a reaction SMILES: C(Cl)CCl.[CH3:5][C@H:6]([NH:14]CCCCN)[CH2:7][C:8]1[CH:13]=[CH:12][CH:11]=[CH:10][CH:9]=1.C(N(C(C)C)CC)(C)C>O.O1CCOCC1>[NH2:14][CH:6]([CH2:7][C:8]1[CH:13]=[CH:12][CH:11]=[CH:10][CH:9]=1)[CH3:5]. Procedure details: To BSA (24.8 mg) in water (4 ml) was added NHS (22.2 mg, 0.193 mmol) in water (0.5 ml) followed by EDC (41 mg, 0.199 mmol) in water (0.5 ml). The mixture was shaken for 15 minutes at 20-25° C. N-[(1S)-1-methyl-2-phenylethyl]butane-1,4-diamine (2.7 mg, 0.013 mmol) in dioxan (0.2 ml) followed by di-isopropylethylamine (0.02 ml). The mixture was shaken for 18 hours at 20-25° C. The above material was dialysed against 50 mM Tris buffer at pH 7.4 containing sodium azide using a 10,000 molecular weigh... Starting materials: C(C)OC(C1=CC(=CC=C1)NC=1C=2N(C(=CN1)Br)N=CN2)=O (3-(5-bromo-[1,2,4]triazolo[1,5-a]pyrazin-8-ylamino)benzoic acid ethyl ester), O(C(=O)OC(C)(C)C)C(=O)OC(C)(C)C (BOC2O). Reagents/catalysts: CN(C)C=1C=CN=CC1 (DMAP). Run in C(Cl)Cl (DCM). Run at time 2 hour. Yields the product C(C)OC(C1=CC(=CC=C1)N(C(=O)OC(C)(C)C)C=1C=2N(C(=CN1)Br)N=CN2)=O (3-[(5-Bromo-[1,2,4]triazolo[1,5-a]pyrazin-8-yl)-tert-butoxycarbonyl-amino]benzoic acid ethyl ester). Isolated yield 81.1%. Reaction SMILES: [CH2:1]([O:3][C:4](=[O:22])[C:5]1[CH:10]=[CH:9][CH:8]=[C:7]([NH:11][C:12]2[C:13]3[N:14]([N:19]=[CH:20][N:21]=3)[C:15]([Br:18])=[CH:16][N:17]=2)[CH:6]=1)[CH3:2].[O:23](C(OC(C)(C)C)=O)[C:24]([O:26][C:27]([CH3:30])([CH3:29])[CH3:28])=O>C(Cl)Cl.CN(C1C=CN=CC=1)C>[CH2:1]([O:3][C:4](=[O:22])[C:5]1[CH:10]=[CH:9][CH:8]=[C:7]([N:11]([C:12]2[C:13]3[N:14]([N:19]=[CH:20][N:21]=3)[C:15]([Br:18])=[CH:16][N:17]=2)[C:24]([O:26][C:27]([CH3:30])([CH3:29])[CH3:28])=[O:23])[CH:6]=1)[CH3:2]. Reported procedure: A solution of 3-(5-bromo-[1,2,4]triazolo[1,5-a]pyrazin-8-ylamino)benzoic acid ethyl ester (1.79 g, 4.93 mmol) in DCM (20 mL) is stirred under N2 at rt and BOC2O (1.34 g, 6.16 mmol) and DMAP (0.30 g, 2.46 mmol) are added. Stirring is continued for 2 h, when LCMS indicates complete conversion of the starting material. The mixture is filtered and the filtrate is washed with dilute citric acid (pH 6, 5 mL) and brine (5 mL) and dried over Na2SO4. Evaporation of the solvent affords the title compound ... Reactants: CCOC(=O)c1nc(-c2ccc3c(c2)N(C(C)=O)CCO3)sc1Cl, OB(O)c1ccccc1. Yields the product CCOC(=O)c1nc(-c2ccc3c(c2)N(C(C)=O)CCO3)sc1-c1ccccc1. Reaction SMILES: [C:1]([CH3:2])(=[O:3])[N:4]1[c:5]2[c:6]([cH:10][cH:11][c:12](-[c:14]3[s:15][c:16]([Cl:24])[c:17]([C:19](=[O:20])[O:21][CH2:22][CH3:23])[n:18]3)[cH:13]2)[O:7][CH2:8][CH2:9]1.[OH:25][B:26]([OH:27])[c:28]1[cH:29][cH:30][cH:31][cH:32][cH:33]1>>[C:1]([CH3:2])(=[O:3])[N:4]1[c:5]2[c:6]([cH:10][cH:11][c:12](-[c:14]3[s:15][c:16](-[c:28]4[cH:29][cH:30][cH:31][cH:32][cH:33]4)[c:17]([C:19](=[O:20])[O:21][CH2:22][CH3:23])[n:18]3)[cH:13]2)[O:7][CH2:8][CH2:9]1.